Dataset: the Open Reaction Database (ORD), a public repository of structured organic reaction records. Task: describe an organic reaction: reactants, conditions, products, and yield Starting materials: C([O-])([O-])=O.[K+].[K+] (potassium carbonate), [I-].[K+] (potassium iodide), BrCCCCl (1-bromo-3-chloropropane), Cl.C(C1=CC=CC=C1)(C1=CC=CC=C1)(C1=CC=CC=C1)OC1CNC1 (3-(trityloxy)azetidine hydrochloride). Run in C(C)(=O)OCC (ethyl acetate), O (water), CS(=O)C (dimethyl sulfoxide). Reaction conditions: time 2 hour. Yields the product ClCCCN1CC(C1)OC(C1=CC=CC=C1)(C1=CC=CC=C1)C1=CC=CC=C1 (1-(3-chloropropyl)-3-(trityloxy)azetidine). As a reaction SMILES: Cl.[C:2]([O:21][CH:22]1[CH2:25][NH:24][CH2:23]1)([C:15]1[CH:20]=[CH:19][CH:18]=[CH:17][CH:16]=1)([C:9]1[CH:14]=[CH:13][CH:12]=[CH:11][CH:10]=1)[C:3]1[CH:8]=[CH:7][CH:6]=[CH:5][CH:4]=1.C(=O)([O-])[O-].[K+].[K+].[I-].[K+].Br[CH2:35][CH2:36][CH2:37][Cl:38]>CS(C)=O.C(OCC)(=O)C.O>[Cl:38][CH2:37][CH2:36][CH2:35][N:24]1[CH2:23][CH:22]([O:21][C:2]([C:9]2[CH:14]=[CH:13][CH:12]=[CH:11][CH:10]=2)([C:15]2[CH:16]=[CH:17][CH:18]=[CH:19][CH:20]=2)[C:3]2[CH:8]=[CH:7][CH:6]=[CH:5][CH:4]=2)[CH2:25]1 |f:0.1,2.3.4,5.6|. Procedure details: In 5 mL of dimethyl sulfoxide was dissolved 0.50 g of 3-(trityloxy)azetidine hydrochloride, and to the solution were added 0.49 g of potassium carbonate, 0.35 g of potassium iodide and 0.22 mL of 1-bromo-3-chloropropane, after which the resulting mixture was stirred at room temperature for 2 hours. To the reaction mixture were added 15 mL of water and 10 mL of ethyl acetate, and the organic layer was separated. The organic layer was washed with water and then a saturated aqueous sodium chloride ... Run in C(C)(=O)O (acetic acid), C1(=CC=CC=C1)C (toluene), C1(=CC=CC=C1)C (toluene). The product is FC1=C(C=CC(=C1)OC)N1NC=2CCCCC2C1=O (2-(2-Fluoro-4-methoxyphenyl)-4,5,6,7-tetrahydro-1H-indazol-3-one). The reactants are O (water), CCOC(=O)C1CCCCC1=O (ethyl 2-cyclohexanonecarboxylate), FC1=C(C=CC(=C1)OC)NN (2-fluoro-4-methoxyphenylhydrazine). Procedure details: To a solution of 6.28 g (0.040 mole) of 2-fluoro-4-methoxyphenylhydrazine in 200 mL of toluene was added with stirring 6.82 g (0.040 mole) of ethyl 2-cyclohexanonecarboxylate. This mixture was heated at reflux under a nitrogen atmosphere while water was removed with a Dean-Stark trap. When all water had been removed, the reaction mixture was cooled, and the solvent was evaporated under reduced pressure, leaving a residue which was then dissolved in acetic acid. This solution was heated at reflux... As a reaction SMILES: [F:1][C:2]1[CH:7]=[C:6]([O:8][CH3:9])[CH:5]=[CH:4][C:3]=1[NH:10][NH2:11].CC[O:14][C:15]([CH:17]1[C:22](=O)[CH2:21][CH2:20][CH2:19][CH2:18]1)=O.O>C1(C)C=CC=CC=1.C(O)(=O)C>[F:1][C:2]1[CH:7]=[C:6]([O:8][CH3:9])[CH:5]=[CH:4][C:3]=1[N:10]1[C:15](=[O:14])[C:17]2[CH2:22][CH2:21][CH2:20][CH2:19][C:18]=2[NH:11]1. Reaction conditions: time 48 hour. Starting materials: C(C(CO)(CO)N)O (trisamine), C(C)(C)(C)C1=NNC=2N=C(SC21)N (3-tert-Butyl-1H-pyrazolo[3,4-d]thiazol-5-ylamine), N1=CC=CC=C1 (pyridine), O1C(=CC=C1)C(=O)Cl (furan-2-carbonyl chloride). Reagents/catalysts: CN(C)C=1C=CN=CC1 (DMAP). Run in C1CCOC1 (THF), C1CCOC1 (THF). Run at temperature 70 celsius, time 23 hour. The product is C(C)(C)(C)C1=NNC=2N=C(SC21)NC(=O)C=2OC=CC2 (furan-2-carboxylic acid (3-tert-butyl-1H-pyrazolo[3,4-d]thiazol-5-yl)-amide). Isolated yield 81.0%. As a reaction SMILES: [C:1]([C:5]1[C:12]2[S:11][C:10]([NH2:13])=[N:9][C:8]=2[NH:7][N:6]=1)([CH3:4])([CH3:3])[CH3:2].N1C=CC=CC=1.[O:20]1[CH:24]=[CH:23][CH:22]=[C:21]1[C:25](Cl)=[O:26].C(O)C(N)(CO)CO>CN(C1C=CN=CC=1)C.C1COCC1>[C:1]([C:5]1[C:12]2[S:11][C:10]([NH:13][C:25]([C:21]3[O:20][CH:24]=[CH:23][CH:22]=3)=[O:26])=[N:9][C:8]=2[NH:7][N:6]=1)([CH3:4])([CH3:2])[CH3:3]. Reported procedure: To a stirring solution of 3-tert-Butyl-1H-pyrazolo[3,4-d]thiazol-5-ylamine (30 mg, 0.153 mmol) and pyridine (74 μL, 0.92 mmol), or alternatively PS-DMAP (Argonaut resin, 6 equiv.), in THF (0.75 mL) was added furan-2-carbonyl chloride (75 μL, 0.76 mmol). The reaction mixture was stirred at 70° C. for 23 h, then cooled to room temperature and treated with THF (1 mL) and PS-trisamine (Argonaut resin, 20 equiv.) for 2 h. The resin was filtered, washed with DMF and the solvent was evaporated. The res... Starting materials: C(CCC)P(CCCC)CCCC (tributylphosphine), N,N-tetramethyl azodicarboxamide, C(C)(C)(C)OC(N(C[C@H](COC1CCCCC1)O)[C@@H]([C@H]([C@H](CC1=CC(=CC(=C1)F)F)N(CC1=CC=CC=C1)CC1=CC=CC=C1)OCC1=CC=CC=C1)CO)=O ([(1R,2S,3S)-2-benzyloxy-3-dibenzylamino-4-(3,5-difluorophenyl)-1-hydroxymethyl-butyl]-((R)-3-cyclohexyloxy-2-hydroxypropyl)-carbamic acid tert-butyl ester). Solvent: C1=CC=CC=C1 (benzene). Conditions: time 16 hour. Product: C(C)(C)(C)OC(=O)N1C[C@@H](OC[C@@H]1[C@H]([C@H](CC1=CC(=CC(=C1)F)F)N(CC1=CC=CC=C1)CC1=CC=CC=C1)OCC1=CC=CC=C1)COC1CCCCC1 ((2R,5R)-5-[(1S,2S)-1-benzyloxy-2-dibenzylamino-3-(3,5-difluorophenyl)-propyl]-2-cyclohexyloxymethyl-morpholine-4-carboxylic acid tert-butyl ester). Yield: 84.6%. As a reaction SMILES: [C:1]([O:5][C:6](=[O:56])[N:7]([C@H:19]([CH2:54][OH:55])[C@@H:20]([O:46][CH2:47][C:48]1[CH:53]=[CH:52][CH:51]=[CH:50][CH:49]=1)[C@@H:21]([N:31]([CH2:39][C:40]1[CH:45]=[CH:44][CH:43]=[CH:42][CH:41]=1)[CH2:32][C:33]1[CH:38]=[CH:37][CH:36]=[CH:35][CH:34]=1)[CH2:22][C:23]1[CH:28]=[C:27]([F:29])[CH:26]=[C:25]([F:30])[CH:24]=1)[CH2:8][C@@H:9](O)[CH2:10][O:11][CH:12]1[CH2:17][CH2:16][CH2:15][CH2:14][CH2:13]1)([CH3:4])([CH3:3])[CH3:2].C(P(CCCC)CCCC)CCC>C1C=CC=CC=1>[C:1]([O:5][C:6]([N:7]1[C@@H:19]([C@@H:20]([O:46][CH2:47][C:48]2[CH:49]=[CH:50][CH:51]=[CH:52][CH:53]=2)[C@@H:21]([N:31]([CH2:39][C:40]2[CH:41]=[CH:42][CH:43]=[CH:44][CH:45]=2)[CH2:32][C:33]2[CH:38]=[CH:37][CH:36]=[CH:35][CH:34]=2)[CH2:22][C:23]2[CH:24]=[C:25]([F:30])[CH:26]=[C:27]([F:29])[CH:28]=2)[CH2:54][O:55][C@@H:9]([CH2:10][O:11][CH:12]2[CH2:13][CH2:14][CH2:15][CH2:16][CH2:17]2)[CH2:8]1)=[O:56])([CH3:3])([CH3:2])[CH3:4]. Reported procedure: Dissolve [(1R,2S,3S)-2-benzyloxy-3-dibenzylamino-4-(3,5-difluorophenyl)-1-hydroxymethyl-butyl]-((R)-3-cyclohexyloxy-2-hydroxypropyl)-carbamic acid tert-butyl ester (0.940 g, 1.216 mmol) in benzene (6 mL) followed by the addition of tributylphosphine (0.369 g, 1.824 mmol) and N,N-tetramethyl azodicarboxamide (TMAD) (0.314 g, 1.824 mmol). Stir vigorously for 16 hours, filter the slurry, wash with hexanes and purify (silica gel chromatography, eluting with 5:95 to 15:85 ethyl acetate:hexanes) to gi... As a reaction SMILES: Cl[CH2:2][C:3]([NH:5][C:6]1[CH:7]=[C:8]([CH:11]=[CH:12][C:13]=1[OH:14])[CH:9]=[O:10])=[O:4].C(=O)([O-])[O-].[K+].[K+]>C(#N)C>[O:4]=[C:3]1[NH:5][C:6]2[CH:7]=[C:8]([CH:9]=[O:10])[CH:11]=[CH:12][C:13]=2[O:14][CH2:2]1 |f:1.2.3|. Reactants: ClCC(=O)NC=1C=C(C=O)C=CC1O (3-(Chloroacetylamino)-4-hydroxy-benzaldehyde), C([O-])([O-])=O.[K+].[K+] (potassium carbonate). Yield: 59.9%. Reported procedure: 3-(Chloroacetylamino)-4-hydroxy-benzaldehyde (2.4 g, 13.2 mmol) and potassium carbonate (9.1 g, 66.1 mmol) are stirred at room temperature in 50 mL of acetonitrile for 12 hours. The acetonitrile is evaporated and the residue is taken up in 50 mL of water. After standing at room temperature for 10 minutes, the precipitate is collected by filtration and recrystallized from ethyl acetate to give 1.4 g (60% yield) of 3-oxo-3,4-dihydro-2H-benzo[1,4]oxazine-6-carbaldehyde; mp 220-222° C. The product is O=C1COC2=C(N1)C=C(C=C2)C=O (3-oxo-3,4-dihydro-2H-benzo[1,4]oxazine-6-carbaldehyde). The solvent is C(C)#N (acetonitrile). Run at time 10 minute. Starting materials: ClC1=NN=C(C2=CC=CC=C12)Cl (1,4-dichlorophthalazine), COC1=CC=C2C=CC(=CC2=C1)O (7-methoxy-naphthalen-2-ol), [Cl-].[Al+3].[Cl-].[Cl-] (aluminum chloride). The solvent is ClCCCl (1,2-dichloroethane). Reaction conditions: time 10 minute. Yields the product ClC1=NN=C(C2=CC=CC=C12)C1=C(C=CC2=CC=C(C=C12)OC)O (1-(4-Chlorophthalazin-1-yl)-7-methoxy-naphthalen-2-ol). Isolated yield 78.8%. As a reaction SMILES: Cl[C:2]1[C:11]2[C:6](=[CH:7][CH:8]=[CH:9][CH:10]=2)[C:5]([Cl:12])=[N:4][N:3]=1.[CH3:13][O:14][C:15]1[CH:24]=[C:23]2[C:18]([CH:19]=[CH:20][C:21]([OH:25])=[CH:22]2)=[CH:17][CH:16]=1.[Cl-].[Al+3].[Cl-].[Cl-]>ClCCCl>[Cl:12][C:5]1[C:6]2[C:11](=[CH:10][CH:9]=[CH:8][CH:7]=2)[C:2]([C:22]2[C:23]3[C:18](=[CH:17][CH:16]=[C:15]([O:14][CH3:13])[CH:24]=3)[CH:19]=[CH:20][C:21]=2[OH:25])=[N:3][N:4]=1 |f:2.3.4.5|. Reported procedure: In a 1 L flask under nitrogen were mixed 1,4-dichlorophthalazine (11.4 g, 57.3 mmol) with 7-methoxy-naphthalen-2-ol (10.0 g, 57.5 mmol). To this was added 1,2-dichloroethane (450 ml). After stirring for 10 min, aluminum chloride (7.64 g, 57.4 mmol) was added. The resulting suspension was stirred for 20 hrs at 80° C. After cooling to room temperature, the black suspension was poured on ice-water (500 ml) and stirred for 1 hr. The two layers were separated. The aqueous layer was extracted with dic... The reactants are CC(C)CC(NC(=O)C(C)SC(=O)c1ccccc1)C(=O)O, CC(C)CC(N)C(=O)O, N. Product: CC(C)CC(NC(=O)C(C)S)C(=O)O. Reaction SMILES: [C:1](=[O:2])([c:3]1[cH:4][cH:5][cH:6][cH:7][cH:8]1)[S:9][CH:10]([C:11](=[O:12])[NH:13][CH:14]([CH2:15][CH:16]([CH3:17])[CH3:18])[C:19](=[O:20])[OH:21])[CH3:22].[CH3:23][CH:24]([CH2:25][CH:26]([C:27](=[O:28])[OH:29])[NH2:30])[CH3:31].[NH3:32]>>[SH:9][CH:10]([C:11](=[O:12])[NH:13][CH:14]([CH2:15][CH:16]([CH3:17])[CH3:18])[C:19](=[O:20])[OH:21])[CH3:22]. Reaction SMILES: [Cl:1][C:2]1[CH:7]=[C:6]([Cl:8])[CH:5]=[CH:4][C:3]=1[C:9](N(OC)C)=[O:10].[Li][CH2:16][CH2:17][CH2:18][CH3:19]>C1COCC1>[Cl:1][C:2]1[CH:7]=[C:6]([Cl:8])[CH:5]=[CH:4][C:3]=1[C:9](=[O:10])[CH2:16][CH2:17][CH2:18][CH3:19]. Product: ClC1=C(C=CC(=C1)Cl)C(CCCC)=O (1-(2,4-dichloro-phenyl)-pentan-1-one). Run in C1CCOC1 (THF). Starting materials: ClC1=C(C=CC(=C1)Cl)C(=O)N(C)OC (2,4-dichloro-N-methoxy-N-methylbenzenecarboxamide), [Li]CCCC (BuLi). Procedure details: To a stirring hazy solution of 2,4-dichloro-N-methoxy-N-methylbenzenecarboxamide (1 g, 4.27 mmol), in THF (20 ml) is added BuLi (2.051 ml, 5.13 mmol) in portions. The reaction is stirred for 4 hours at RT and the partitioned between 1M HCl (100 ml) and EtOAc (140 ml). The organic portion is washed with brine, dried over Na2SO4, and concentrated in vacuo. The crude product is purified by ISCO combiflash chromatography eluting with 0 to 100% EtOAc/iso-hexane on a 40 g silica-column to yield 1-(2,4... Reaction conditions: time 4 hour. Starting materials: CN(C(=O)C=1N(C2=CC(=CC=C2C(C1CN=[N+]=[N-])=O)Cl)C1=CC=CC=C1)C (3-azidomethyl-7-chloro-4-oxo-1-phenyl-1,4-dihydro-quinoline-2-carboxylic acid dimethylamide), Cl (HCl). Reagents/catalysts: [Pt](=O)=O (platinum (IV) oxide). Solvent: C(Cl)Cl.C(C)(=O)OCC (CH2Cl2 ethyl acetate). Reaction conditions: time 4 hour. Yields the product Cl.CN(C(=O)C=1N(C2=CC(=CC=C2C(C1CN)=O)Cl)C1=CC=CC=C1)C (3-aminomethyl-7-chloro-4-oxo-1-phenyl-1,4-dihydro-quinoline-2-carboxylic acid dimethylamide hydrochloride salt). Isolated yield 147.1%. Reaction SMILES: [CH3:1][N:2]([CH3:27])[C:3]([C:5]1[N:6]([C:21]2[CH:26]=[CH:25][CH:24]=[CH:23][CH:22]=2)[C:7]2[C:12]([C:13](=[O:19])[C:14]=1[CH2:15][N:16]=[N+]=[N-])=[CH:11][CH:10]=[C:9]([Cl:20])[CH:8]=2)=[O:4].Cl>[Pt](=O)=O.C(Cl)Cl.C(OCC)(=O)C>[ClH:20].[CH3:1][N:2]([CH3:27])[C:3]([C:5]1[N:6]([C:21]2[CH:26]=[CH:25][CH:24]=[CH:23][CH:22]=2)[C:7]2[C:12]([C:13](=[O:19])[C:14]=1[CH2:15][NH2:16])=[CH:11][CH:10]=[C:9]([Cl:20])[CH:8]=2)=[O:4] |f:3.4,5.6|. Procedure: In a 50 mL round-bottomed flask, 3-azidomethyl-7-chloro-4-oxo-1-phenyl-1,4-dihydro-quinoline-2-carboxylic acid dimethylamide (0.40 g, 1.05 mmol), platinum (IV) oxide (0.05 g, 0.204 mmol) and 4N HCl (0.1 mL) were added to 1:1 CH2Cl2/ethyl acetate (10 mL). The reaction was charged with 1 atm H2 using a balloon and stirred at room temperature for 4 hr. The catalyst was filtered off and washed with methanol. The filtrate was evaporated to afford 3-aminomethyl-7-chloro-4-oxo-1-phenyl-1,4-dihydro-quin... The reactants are ClCCl, Cn1ccnc1C(O)c1c(-c2ccc(F)cc2)nc2ccc(F)cn12. Product: Cn1ccnc1Cc1c(-c2ccc(F)cc2)nc2ccc(F)cn12. As a reaction SMILES: [Cl:26][CH2:27][Cl:28].[F:1][c:2]1[cH:3][cH:4][c:5]2[n:6]([cH:7]1)[c:8]([CH:18]([OH:19])[c:20]1[n:21]([CH3:25])[cH:22][cH:23][n:24]1)[c:9](-[c:11]1[cH:12][cH:13][c:14]([F:17])[cH:15][cH:16]1)[n:10]2>>[F:1][c:2]1[cH:3][cH:4][c:5]2[n:6]([cH:7]1)[c:8]([CH2:18][c:20]1[n:21]([CH3:25])[cH:22][cH:23][n:24]1)[c:9](-[c:11]1[cH:12][cH:13][c:14]([F:17])[cH:15][cH:16]1)[n:10]2.